This data is from the Open Reaction Database (ORD), a public repository of structured organic reaction records. The task is: describe an organic reaction: reactants, conditions, products, and yield Product: BrC=1C=NN2C1N=CC(=C2NCC2=CC=CC=C2)C(=O)N2CCC(CC2)C=2SC=CC2 (3-Bromo-7-benzylamino-6-[4-(thiophen-2-yl)piperidine-1-carbonyl]pyrazolo[1,5-a]pyrimidine). Procedure: In the same manner as in Example 21, step 5 and using 7-benzylamino-3-bromopyrazolo[1,5-a]pyrimidine-6-carboxylic acid (0.10 g, 0.29 mmol) obtained in Example 22, step 3 and 4-(thiophen-2-yl)piperidine hydrochloride (0.07 g, 0.35 mmol), the title compound (0.14 g, 99%) was obtained. Yield: 97.2%. Starting materials: C(C1=CC=CC=C1)NC1=C(C=NC=2N1N=CC2Br)C(=O)O (7-Benzylamino-3-bromopyrazolo[1,5-a]pyrimidine-6-carboxylic acid), Cl.S1C(=CC=C1)C1CCNCC1 (4-(thiophen-2-yl)piperidine hydrochloride). RXN SMILES: [CH2:1]([NH:8][C:9]1[N:14]2[N:15]=[CH:16][C:17]([Br:18])=[C:13]2[N:12]=[CH:11][C:10]=1[C:19]([OH:21])=O)[C:2]1[CH:7]=[CH:6][CH:5]=[CH:4][CH:3]=1.Cl.[S:23]1[CH:27]=[CH:26][CH:25]=[C:24]1[CH:28]1[CH2:33][CH2:32][NH:31][CH2:30][CH2:29]1>>[Br:18][C:17]1[CH:16]=[N:15][N:14]2[C:9]([NH:8][CH2:1][C:2]3[CH:3]=[CH:4][CH:5]=[CH:6][CH:7]=3)=[C:10]([C:19]([N:31]3[CH2:32][CH2:33][CH:28]([C:24]4[S:23][CH:27]=[CH:26][CH:25]=4)[CH2:29][CH2:30]3)=[O:21])[CH:11]=[N:12][C:13]=12 |f:1.2|. Reactants: C(CC)[Mg]Br (n-propylmagnesium bromide), COC(CCCC(C=C)C)(C)C (7-methoxy-3,7-dimethyl-1-octene). Reagents/catalysts: [Cl-].[Cl-].C1(C=CC=C1)[Ti+2]C1C=CC=C1 (biscyclopentadienyl titanium dichloride). Run in O1CCCC1 (tetrahydrofuran). The product is CC1(C(C(=CC=C1)C)CCCCCCCCCC(C)C)OC (2,6-dimethyl-2-methoxy-9-isopropylphenylnonane). RXN SMILES: [CH2:1]([Mg]Br)[CH2:2][CH3:3].[CH3:6][O:7][C:8]([CH3:17])(C)[CH2:9][CH2:10][CH2:11][CH:12]([CH3:15])[CH:13]=[CH2:14]>O1CCCC1.[Cl-].[Cl-].C1([Ti+2]C2C=CC=C2)C=CC=C1>[CH3:17][C:8]1([O:7][CH3:6])[CH:9]=[CH:10][CH:11]=[C:12]([CH3:15])[CH:13]1[CH2:14][CH2:3][CH2:2][CH2:1][CH2:17][CH2:8][CH2:9][CH2:10][CH2:11][CH:12]([CH3:15])[CH3:13] |f:3.4.5|. Procedure: To a solution of n-propylmagnesium bromide (0.25 mole) in tetrahydrofuran (200 ml) was added 7-methoxy-3,7-dimethyl-1-octene (42.5 g) and biscyclopentadienyl titanium dichloride (1.25 g). After the vigorous reaction subsided, the mixture was heated in an oil bath (75°) for 19 hours. Aliquot quench at this point indicated ~50% conversion. The Grignard exchange product was transferred to a separatory funnel, and added dropwise to p-isopropylbenzyl chloride (21 g) in THF (300 ml) containing cuprous... Starting materials: O[C@@H]1CN(CC1)C(=O)OC(C)(C)C (tert-butyl (3S)-3-hydroxypyrrolidine-1-carboxylate), [N+](=O)([O-])C1=CC=C(C2=CC=CC=C12)O (4-nitro-1-naphthol). Product: [N+](=O)([O-])C1=CC=C(C2=CC=CC=C12)O[C@H]1CN(CC1)C(=O)OC(C)(C)C (tert-Butyl (3R)-3-[(4-nitro-1-naphthyl)oxy]pyrrolidine-1-carboxylate). Yield: 49.1%. RXN SMILES: [OH:1][C@H:2]1[CH2:6][CH2:5][N:4]([C:7]([O:9][C:10]([CH3:13])([CH3:12])[CH3:11])=[O:8])[CH2:3]1.[N+:14]([C:17]1[C:26]2[C:21](=[CH:22][CH:23]=[CH:24][CH:25]=2)[C:20](O)=[CH:19][CH:18]=1)([O-:16])=[O:15]>>[N+:14]([C:17]1[C:26]2[C:21](=[CH:22][CH:23]=[CH:24][CH:25]=2)[C:20]([O:1][C@@H:2]2[CH2:6][CH2:5][N:4]([C:7]([O:9][C:10]([CH3:13])([CH3:12])[CH3:11])=[O:8])[CH2:3]2)=[CH:19][CH:18]=1)([O-:16])=[O:15]. Procedure: The compound was prepared from tert-butyl (3S)-3-hydroxypyrrolidine-1-carboxylate (3.56 g, 19 mmol) and 4-nitro-1-naphthol (3 g, 15.9 mmol). Yield: 2.8 g (49%) of the title compound as yellow oil. 1H NMR (400 MHz, CDCl3) δ ppm 1.46 (d, J=7.03 Hz, 9H) 2.26-2.38 (m, 2H) 3.55-3.81 (m, 4H) 5.20 (br s, 1H) 6.77 (d, J=8.53 Hz, 1H) 7.59 (t, J=7.53 Hz, 1H) 7.72-7.76 (m, 1H) 8.32 (d, J=8.03 Hz, 1H) 8.37 (d, J=8.53 Hz, 1H) 8.76 (d, J=8.53 Hz, 1H). HPLC 95%, RT=2.775 min (System A1, 10-97% MeCN over 3 min)...